From a dataset of the Open Reaction Database (ORD), a public repository of structured organic reaction records. describe an organic reaction: reactants, conditions, products, and yield Procedure: 7-methyl-2-phenyl-2,3-dihydroindole-3-propionic acid (13.47 g) synthesized as in Example 1, steps 1 and 2 was dissolved in formic acid (50 ml) and to the solution was added acetic anhydride (4.53 ml) under cooling with ice. The mixture was stirred for 3 days at room temperature. After adding water, the reaction mixture was extracted twice with ethyl acetate. The organic layers were combined, washed with water and saturated aqueous solution of sodium chloride successively and dried over anhydrous... Solvent: C(=O)O (formic acid). The reactants are CC=1C=CC=C2C(C(NC12)C1=CC=CC=C1)CCC(=O)O (7-methyl-2-phenyl-2,3-dihydroindole-3-propionic acid), C(C)(=O)OC(C)=O (acetic anhydride), O (water). Product: C(=O)N1C(C2C=3C(=CC=C(C13)C)C(CC2)=O)C2=CC=CC=C2 (1-formyl-8-methyl-2-phenyl-1,2,2a,3,4,5-hexahydrobenz[cd]indol-5-one). Conditions: time 3 day. Yield: 97.0%. Reaction SMILES: [CH3:1][C:2]1[CH:3]=[CH:4][CH:5]=[C:6]2[C:10]=1[NH:9][CH:8]([C:11]1[CH:16]=[CH:15][CH:14]=[CH:13][CH:12]=1)[CH:7]2[CH2:17][CH2:18][C:19](O)=[O:20].[C:22](OC(=O)C)(=[O:24])C.O>C(O)=O>[CH:22]([N:9]1[C:10]2[C:2]([CH3:1])=[CH:3][CH:4]=[C:5]3[C:19](=[O:20])[CH2:18][CH2:17][CH:7]([C:6]=23)[CH:8]1[C:11]1[CH:12]=[CH:13][CH:14]=[CH:15][CH:16]=1)=[O:24]. The reactants are [Al+3], O=C1OC(=O)C2CCC12, [Cl-], [Cl-], [Cl-], ClCCCl. Yields the product C=CC(=O)C1CCC1C(=O)O. As a reaction SMILES: [Al+3:2].[CH:5]12[CH:6]([CH2:7][CH2:8]1)[C:9](=[O:10])[O:11][C:12]2=[O:13].[Cl-:1].[Cl-:3].[Cl-:4].[Cl:14][CH2:15][CH2:16][Cl:17]>>[CH:5]1([C:12]([OH:11])=[O:13])[CH:6]([C:9](=[O:10])[CH:15]=[CH2:16])[CH2:7][CH2:8]1. Product: COC(=O)C(CCC(=O)OCc1ccccc1)NC(=O)OC(C)(C)C. Starting materials: CC(C)(C)OC(=O)NC(CCC(=O)OCc1ccccc1)C(=O)O, CI, CCOC(C)=O, CO, ClC(Cl)Cl, [K+], [K+], O=C([O-])[O-], CN(C)C=O. As a reaction SMILES: [CH2:3]([c:4]1[cH:5][cH:6][cH:7][cH:8][cH:9]1)[O:10][C:11]([CH2:12][CH2:13][CH:14]([C:15](=[O:16])[OH:17])[NH:18][C:19](=[O:20])[O:21][C:22]([CH3:23])([CH3:24])[CH3:25])=[O:26].[CH3:1][I:2].[CH3:33][CH2:34][O:35][C:36]([CH3:37])=[O:38].[CH3:48][OH:49].[Cl:44][CH:45]([Cl:46])[Cl:47].[K+:27].[K+:28].[O-:29][C:30]([O-:31])=[O:32].[O:39]=[CH:40][N:41]([CH3:42])[CH3:43]>>[CH2:3]([c:4]1[cH:5][cH:6][cH:7][cH:8][cH:9]1)[O:10][C:11]([CH2:12][CH2:13][CH:14]([C:15](=[O:16])[O:17][CH3:30])[NH:18][C:19](=[O:20])[O:21][C:22]([CH3:23])([CH3:24])[CH3:25])=[O:26]. Reactants: BrC1=CC=C2C(=N1)N(C=C2)C(=O)C2=CC=CC=C2 ((6-bromo-1H-pyrrolo[2,3-b]pyridin-1-yl)(phenyl)methanone). The solvent is O1CCOCC1 (dioxane), [OH-].[K+] (KOH). The product is BrC1=CC=C2C(=N1)NC=C2 (6-bromo-1H-pyrrolo[2,3-b]pyridine). Reaction SMILES: [Br:1][C:2]1[N:7]=[C:6]2[N:8](C(C3C=CC=CC=3)=O)[CH:9]=[CH:10][C:5]2=[CH:4][CH:3]=1>O1CCOCC1.[OH-].[K+]>[Br:1][C:2]1[N:7]=[C:6]2[NH:8][CH:9]=[CH:10][C:5]2=[CH:4][CH:3]=1 |f:2.3|. Procedure details: (6-bromo-1H-pyrrolo[2,3-b]pyridin-1-yl)(phenyl)methanone, 586 was dissolved in 20 mL of dioxane and 20 mL of 2M KOH (aq). This was stirred at ambient temperature until analysis indicated all of the starting material had been consumed (2 to 4 hours). The reaction was diluted with 50 mL of ethyl acetate and washed with 2×25 mL of NaHCO3 (aq. satd.) and 25 mL of brine. The organic layer was dried with sodium sulfate, evaporated and purified by column chromatography. Combined steps 2 and 3 gave appr...